The task is: describe an organic reaction: reactants, conditions, products, and yield. This data is from the Open Reaction Database (ORD), a public repository of structured organic reaction records. Yields the product ClC1=CC=C(C=C1)C(CCN1CCC(CC1)C=1N(N=C(C1)C)CC)O (1-(4-chloro-phenyl)-3-[4-(2-ethyl-5-methyl-2H-pyrazol-3-yl)-piperidin-1-yl]-propan-1-ol). Run in CCO (EtOH). Reactants: ClC1=CC=C(C=C1)C(CCN1CCC(CC1)C=1N(N=C(C1)C)CC)=O (1-(4-Chlorophenyl)-3-[4-(2-ethyl-5-methyl-2H-pyrazol-3-yl)piperidin-1-yl]propan-1-one), [BH4-].[Na+] (NaBH4). Procedure: A solution of the product of Step 1 (90 mg, 0.25 mmol), in EtOH (10 mL) was treated with NaBH4 (38 mg, 1.0 mmol) and stirred at RT for 1 h. The reaction was quenched with NH4Cl solution, then the EtOH was removed under reduced pressure. The residue was partitioned between CH2Cl2 and water and the organic layer separated and the aqueous re-extracted with CH2Cl2. The combined organic extracts were dried (MgSO4) and concentrated under reduced pressure to give 1-(4-chloro-phenyl)-3-[4-(2-ethyl-5-met... The yield is 33.2%. Reaction SMILES: [Cl:1][C:2]1[CH:7]=[CH:6][C:5]([C:8](=[O:25])[CH2:9][CH2:10][N:11]2[CH2:16][CH2:15][CH:14]([C:17]3[N:18]([CH2:23][CH3:24])[N:19]=[C:20]([CH3:22])[CH:21]=3)[CH2:13][CH2:12]2)=[CH:4][CH:3]=1.[BH4-].[Na+]>CCO>[Cl:1][C:2]1[CH:7]=[CH:6][C:5]([CH:8]([OH:25])[CH2:9][CH2:10][N:11]2[CH2:16][CH2:15][CH:14]([C:17]3[N:18]([CH2:23][CH3:24])[N:19]=[C:20]([CH3:22])[CH:21]=3)[CH2:13][CH2:12]2)=[CH:4][CH:3]=1 |f:1.2|. Run at time 1 hour.